From a dataset of the Open Reaction Database (ORD), a public repository of structured organic reaction records. describe an organic reaction: reactants, conditions, products, and yield The reactants are O=C([O-])[O-], [K+], [K+], O, O, OCC=Cc1ccccc1, [Pt]. The product is O=C(O)C=Cc1ccccc1. Reaction SMILES: [C:12]([O-:13])(=[O:14])[O-:15].[K+:16].[K+:17].[O:1].[OH2:19].[OH:2][CH2:3][CH:4]=[CH:5][c:6]1[cH:7][cH:8][cH:9][cH:10][cH:11]1.[Pt:18]>>[OH:2][C:3]([CH:4]=[CH:5][c:6]1[cH:7][cH:8][cH:9][cH:10][cH:11]1)=[O:13]. The reactants are C(C)(=O)N1CCN(CC1)C=1N=CC2=C(N1)NC=C(C2=O)C(=O)OCC (ethyl 5,8-dihydro-2-(4-acetyl-1-piperazinyl)-5-oxopyrido[2,3-d]pyrimidine-6-carboxylate), Cl (hydrochloric acid). Run in O (water), C(C)O (ethanol). Run at time 8 hour. Product: N1(CCNCC1)C=1N=CC2=C(N1)NC=C(C2=O)C(=O)O (5,8-dihydro-2-(1-piperazinyl)-5-oxopyrido[2,3-d] pyrimidine-6-carboxylic acid). Yield: 78.4%. Reaction SMILES: C([N:4]1[CH2:9][CH2:8][N:7]([C:10]2[N:11]=[CH:12][C:13]3[C:19](=[O:20])[C:18]([C:21]([O:23]CC)=[O:22])=[CH:17][NH:16][C:14]=3[N:15]=2)[CH2:6][CH2:5]1)(=O)C.Cl>O.C(O)C>[N:7]1([C:10]2[N:11]=[CH:12][C:13]3[C:19](=[O:20])[C:18]([C:21]([OH:23])=[O:22])=[CH:17][NH:16][C:14]=3[N:15]=2)[CH2:6][CH2:5][NH:4][CH2:9][CH2:8]1. Procedure details: A suspension of ethyl 5,8-dihydro-2-(4-acetyl-1-piperazinyl)-5-oxopyrido[2,3-d]pyrimidine-6-carboxylate (1000 g) and concentrated hydrochloric acid (800 ml) in a mixture of water (1200 ml) and ethanol (1000 ml) was refluxed for 8 hours and allowed to stand overnight. The crystals precipitated were collected, washed with ethanol, and dissolved by heating in an aqueous solution (10 liters) of sodium hydroxide (250 g). The solution was filtered, adjusted to pH 7-8 with acetic acid, and allowed to s... Starting materials: O=C1NC2=C(OC1)C=CC=1CC/C(/C12)=C\C#N ((E)-(1,2,3,7,8,9-Hexahydro-2-oxoindeno[5,4-b][1,4] oxazin-9-ylidene)acetonitrile), Cl (HCl). The reagents and catalysts are [Ni] (Raney nickel). Run in N.C(C)O (ammonia ethanol). Run at temperature 40 celsius, time 6 hour. Yields the product NCCC1CCC=2C=CC=3OCC(NC3C12)=O (9-(2-aminoethyl)-1,7,8,9-tetrahydroindeno[5,4-b][1,4]oxazin-2(3H)-one). Yield: 61.5%. RXN SMILES: [O:1]=[C:2]1[CH2:7][O:6][C:5]2[CH:8]=[CH:9][C:10]3[CH2:11][CH2:12]/[C:13](=[CH:15]\[C:16]#[N:17])/[C:14]=3[C:4]=2[NH:3]1.Cl>[Ni].N.C(O)C>[NH2:17][CH2:16][CH2:15][CH:13]1[C:14]2[C:4]3[NH:3][C:2](=[O:1])[CH2:7][O:6][C:5]=3[CH:8]=[CH:9][C:10]=2[CH2:11][CH2:12]1 |f:3.4|. Procedure details: (E)-(1,2,3,7,8,9-Hexahydro-2-oxoindeno[5,4-b][1,4] oxazin-9-ylidene)acetonitrile (3.0 g, 13.3 mmol.) and Raney nickel (14.0 g) were suspended in a saturated ammonia/ethanol solution (300 mL). The suspension was stirred for 6 hours at 40° C. under hydrogen atmosphere (5 kgf/cm2). The reaction mixture was cooled, and, then, the Raney nickel catalyst was filtered off. From the filtrate, the solvent was distilled off under reduced pressure to leave an oily residue. The residue was poured into 2N HCl... The reactants are NC=1C=C2CCCN(C2=CC1)C(CCC1=CC=C(C=C1)C#N)=O (6-amino-1-[3-(4-cyano-phenyl)propionyl]-1,2,3,4-tetrahydro-quinoline), NC1=C(C=C(C=C1Cl)S(=O)(=O)Cl)Cl (4-amino-3,5-dichloro-phenylsulphonic acid chloride). Solvent: N1=CC=CC=C1 (pyridine). Yields the product C(#N)C1=CC=C(C=C1)CCC(=O)N1CCCC2=CC(=CC=C12)NS(=O)(=O)C1=CC(=C(C(=C1)Cl)N)Cl (1-[3-(4-cyano-phenyl)propionyl]-6-(4-amino-3,5-dichloro-phenyl-sulphonamido)-1,2,3,4-tetrahydro-quinoline). Reaction SMILES: [NH2:1][C:2]1[CH:3]=[C:4]2[C:9](=[CH:10][CH:11]=1)[N:8]([C:12](=[O:23])[CH2:13][CH2:14][C:15]1[CH:20]=[CH:19][C:18]([C:21]#[N:22])=[CH:17][CH:16]=1)[CH2:7][CH2:6][CH2:5]2.[NH2:24][C:25]1[C:30]([Cl:31])=[CH:29][C:28]([S:32](Cl)(=[O:34])=[O:33])=[CH:27][C:26]=1[Cl:36]>N1C=CC=CC=1>[C:21]([C:18]1[CH:17]=[CH:16][C:15]([CH2:14][CH2:13][C:12]([N:8]2[C:9]3[C:4](=[CH:3][C:2]([NH:1][S:32]([C:28]4[CH:29]=[C:30]([Cl:31])[C:25]([NH2:24])=[C:26]([Cl:36])[CH:27]=4)(=[O:34])=[O:33])=[CH:11][CH:10]=3)[CH2:5][CH2:6][CH2:7]2)=[O:23])=[CH:20][CH:19]=1)#[N:22]. Procedure details: 1.0 g 6-amino-1-[3-(4-cyano-phenyl)propionyl]-1,2,3,4-tetrahydro-quinoline (see Example, 5) are dissolved in 8 ml of pyridine, combined with 1 g of 4-amino-3,5-dichloro-phenylsulphonic acid chloride in batches and then heated for 40 minutes to 100° C. Then the solvent is eliminated, the residue is triturated with 1N hydrochloric acid and extracted with methylene chloride. The organic phase is dried over sodium sulphate and concentrated by evaporation. Reactants: CC(C)([O-])C.[K+] (potassium tert-butoxide), CC1=C(C=CC=C1)/C(=C/C(=O)OC)/SCC1=CC=CC=C1 (methyl Z-3-(2'methylphenyl)-3-benzylthio-2-propenoate). Solvent: C1CCOC1 (THF), C1CCOC1 (THF), C1CCOC1 (THF). Conditions: temperature 25 celsius, time 20 minute. The product is OC1=C(SC(=C1)C1=C(C=CC=C1)C)C1=CC=CC=C1 (3-hydroxy-5-(2'-methylphenyl)-2-phenylthiophene), pale yellow viscous oil. The yield is 75.0%. RXN SMILES: [CH3:1][C:2]1[CH:7]=[CH:6][CH:5]=[CH:4][C:3]=1/[C:8](/[S:14][CH2:15][C:16]1[CH:21]=[CH:20][CH:19]=[CH:18][CH:17]=1)=[CH:9]/[C:10]([O:12]C)=O.CC(C)([O-])C.[K+]>C1COCC1>[OH:12][C:10]1[CH:9]=[C:8]([C:3]2[CH:4]=[CH:5][CH:6]=[CH:7][C:2]=2[CH3:1])[S:14][C:15]=1[C:16]1[CH:21]=[CH:20][CH:19]=[CH:18][CH:17]=1 |f:1.2|. Reported procedure: A solution of methyl Z-3-(2'methylphenyl)-3-benzylthio-2-propenoate (575 mg, 1.93 mmol) in 6.0 mL of THF was added through a double ended needle to a solution of potassium tert-butoxide (650 mg, 5.79 mmol) in 8.0 mL of THF at ambient temperature. An additional 2×1 mL of THF was used to rinse the ester into the reaction. The bright orange-green reaction as stirred 20 minutes at 25° C., then cooled in an ice bath and quenched by the addition of 3.5 mL of 2.0 N aqueous hydrochloric acid. The reacti...